Task: describe an organic reaction: reactants, conditions, products, and yield. Dataset: the Open Reaction Database (ORD), a public repository of structured organic reaction records Reactants: O.C(C)(=O)OCC (water ethyl acetate), BrC1=CC=C(C=C1)C1=CC=CC=C1 (4-bromobiphenyl), dichlorobis(tritolylphosphine)palladium(II), N1CCCC1 (pyrrolidine), CC(C)([O-])C.[Na+] (sodium tertiary-butoxide). The reagents and catalysts are catalyst. Run in C1(=CC=CC=C1)C (toluene). The product is C1(=CC=C(C=C1)N1CCCC1)C1=CC=CC=C1 (Biphenyl-4-ylpyrrolidine). As a reaction SMILES: Br[C:2]1[CH:7]=[CH:6][C:5]([C:8]2[CH:13]=[CH:12][CH:11]=[CH:10][CH:9]=2)=[CH:4][CH:3]=1.[NH:14]1[CH2:18][CH2:17][CH2:16][CH2:15]1.CC(C)([O-])C.[Na+].O.C(OCC)(=O)C>C1(C)C=CC=CC=1>[C:5]1([C:8]2[CH:13]=[CH:12][CH:11]=[CH:10][CH:9]=2)[CH:6]=[CH:7][C:2]([N:14]2[CH2:18][CH2:17][CH2:16][CH2:15]2)=[CH:3][CH:4]=1 |f:2.3,4.5|. Procedure details: 10.0 g (0.043 mol) of 4-bromobiphenyl were suspended in 600 ml of toluene together with 3.7 g (0.052 mol) of pyrrolidine and 6.2 g (0.0642 mol) of sodium tertiary-butoxide and 900 mg of the catalyst dichlorobis(tritolylphosphine)palladium(II) were added. The mixture was heated to reflux for 8 h, cooled, treated with water/ethyl acetate, and the organic phase was washed with water, dried over sodium sulfate and concentrated. The residue was dissolved in approximately 300 ml of tertiary-butyl meth... Reactants: N#N (N2), O=C(C(=O)O)CCC (2-ketovaleric acid), CC1(C(C1)C(=O)N)C (2,2-dimethylcyclopropanecarboxamide), O (H2O). Run in C1(=CC=CC=C1)C (toluene). Conditions: time 20 hour. Product: CC1(C(C1)C(=O)N\C(\C(=O)O)=C/CC)C (Z-2-(2,2-Dimethylcyclopropanecarboxamido)-2-pentenoic acid). Reaction SMILES: O=[C:2]([CH2:6][CH2:7][CH3:8])[C:3]([OH:5])=[O:4].[CH3:9][C:10]1([CH3:16])[CH2:12][CH:11]1[C:13]([NH2:15])=[O:14].O.N#N>C1(C)C=CC=CC=1>[CH3:9][C:10]1([CH3:16])[CH2:12][CH:11]1[C:13]([NH:15]/[C:2](=[CH:6]\[CH2:7][CH3:8])/[C:3]([OH:5])=[O:4])=[O:14]. Reported procedure: A solution of 1.74 g (15 mmole) of 2-ketovaleric acid and 1.13 g (10 mmole) of 2,2-dimethylcyclopropanecarboxamide in 20 ml of toluene was refluxed with stirring with collection of H2O in a small Dean-Stark trap. After 20 hrs. the solution was cooled and treated with a gentle stream of N2. Before much of the solvent had evaporated, crystallization was induced by scratching. After standing, the solid was collected on a filter and washed with toluene and some Et2O. Yield of white crystals=0.63 g (... The reactants are O=CO, O=C(O)c1cnccc1C(=O)c1cc(Cl)ccc1F, O=C(O)c1ccncc1C(=O)c1cc(Cl)ccc1F, Cl, [Cu], [Zn]. Product: O=C(O)c1cnccc1Cc1cc(Cl)ccc1F. As a reaction SMILES: [CH:39]([OH:40])=[O:41].[Cl:1][c:2]1[cH:3][cH:4][c:5]([F:19])[c:6]([C:7](=[O:8])[c:9]2[cH:10][cH:11][n:12][cH:13][c:14]2[C:15](=[O:16])[OH:17])[cH:18]1.[Cl:20][c:21]1[cH:22][cH:23][c:24]([F:25])[c:26]([C:28]([c:29]2[cH:30][n:31][cH:32][cH:33][c:34]2[C:35]([OH:36])=[O:37])=[O:38])[cH:27]1.[ClH:42].[Cu:43].[Zn:44]>>[Cl:1][c:2]1[cH:3][cH:4][c:5]([F:19])[c:6]([CH2:7][c:9]2[cH:10][cH:11][n:12][cH:13][c:14]2[C:15](=[O:16])[OH:17])[cH:18]1. Starting materials: CSCCO, Cc1ccccc1, CNc1nnc(-c2cncc(F)c2)s1, O=C(Cl)Cl, CC(Cl)Cl. The product is CSCCOC(=O)N(C)c1nnc(-c2cncc(F)c2)s1. RXN SMILES: [CH3:19][S:20][CH2:21][CH2:22][OH:23].[CH3:24][c:25]1[cH:26][cH:27][cH:28][cH:29][cH:30]1.[CH3:5][NH:6][c:7]1[s:8][c:9](-[c:12]2[cH:13][n:14][cH:15][c:16]([F:18])[cH:17]2)[n:10][n:11]1.[Cl:1][C:2]([Cl:3])=[O:4].[Cl:31][CH:32]([Cl:33])[CH3:34]>>[C:2](=[O:4])([N:6]([CH3:5])[c:7]1[s:8][c:9](-[c:12]2[cH:13][n:14][cH:15][c:16]([F:18])[cH:17]2)[n:10][n:11]1)[O:23][CH2:22][CH2:21][S:20][CH3:19].